This data is from the Open Reaction Database (ORD), a public repository of structured organic reaction records. The task is: describe an organic reaction: reactants, conditions, products, and yield The reactants are CO, COC(=O)c1cc(C)nc(Cl)c1. Product: COC(=O)c1ccnc(C)c1. Reaction SMILES: [CH3:13][OH:14].[Cl:1][c:2]1[n:3][c:4]([CH3:12])[cH:5][c:6]([C:8](=[O:9])[O:10][CH3:11])[cH:7]1>>[cH:2]1[n:3][c:4]([CH3:12])[cH:5][c:6]([C:8](=[O:9])[O:10][CH3:11])[cH:7]1. Reactants: FC1=C(C=C(C(=C1)Cl)NS(=O)(=O)CC)N1NN=NC1=S (1-[2-fluoro-4-chloro-5-(ethylsulfonylamino)phenyl]-5H-tetrazol-5-thione), [Na] (sodium). Yields the product FC1=C(C=C(C(=C1)Cl)NS(=O)(=O)CC)N=C=S (2-fluoro-4-chloro-5(ethylsulfonylamino)phenyl isothiocyanate). RXN SMILES: [F:1][C:2]1[CH:7]=[C:6]([Cl:8])[C:5]([NH:9][S:10]([CH2:13][CH3:14])(=[O:12])=[O:11])=[CH:4][C:3]=1[N:15]1[C:19](=[S:20])N=NN1.[Na]>>[F:1][C:2]1[CH:7]=[C:6]([Cl:8])[C:5]([NH:9][S:10]([CH2:13][CH3:14])(=[O:11])=[O:12])=[CH:4][C:3]=1[N:15]=[C:19]=[S:20] |^1:20|. Procedure details: 1-[2-fluoro-4-chloro-5-(ethylsulfonylamino)phenyl]-5H-tetrazol-5-thione and its sodium salt; Starting materials: O=C([O-])[O-], CS(C)=O, CO, [Cs+], [Cs+], N#N, C1COCCO1, CN(C)C=O, O, Cc1cc(-c2csc3[nH]c(=O)c(C#N)c(O)c23)sc1I, OB(O)c1ccc(O)cc1, c1ccc(P(c2ccccc2)(c2ccccc2)[Pd](P(c2ccccc2)(c2ccccc2)c2ccccc2)(P(c2ccccc2)(c2ccccc2)c2ccccc2)P(c2ccccc2)(c2ccccc2)c2ccccc2)cc1. Product: Cc1cc(-c2csc3[nH]c(=O)c(C#N)c(O)c23)sc1-c1ccc(O)cc1. RXN SMILES: [C:33](=[O:34])([O-:35])[O-:36].[CH3:50][S:51]([CH3:52])=[O:53].[CH3:54][OH:55].[Cs+:37].[Cs+:38].[N:21]#[N:22].[O:39]1[CH2:40][CH2:41][O:42][CH2:43][CH2:44]1.[O:45]=[CH:46][N:47]([CH3:48])[CH3:49].[OH2:133].[OH:1][c:2]1[c:3]2[c:4]([nH:5][c:6](=[O:10])[c:7]1[C:8]#[N:9])[s:11][cH:12][c:13]2-[c:14]1[s:15][c:16]([I:20])[c:17]([CH3:19])[cH:18]1.[OH:23][c:24]1[cH:25][cH:26][c:27]([B:30]([OH:31])[OH:32])[cH:28][cH:29]1.[cH:56]1[cH:57][cH:58][c:59]([P:60]([Pd:61]([P:62]([c:63]2[cH:64][cH:65][cH:66][cH:67][cH:68]2)([c:69]2[cH:70][cH:71][cH:72][cH:73][cH:74]2)[c:75]2[cH:76][cH:77][cH:78][cH:79][cH:80]2)([P:81]([c:82]2[cH:83][cH:84][cH:85][cH:86][cH:87]2)([c:88]2[cH:89][cH:90][cH:91][cH:92][cH:93]2)[c:94]2[cH:95][cH:96][cH:97][cH:98][cH:99]2)[P:100]([c:101]2[cH:102][cH:103][cH:104][cH:105][cH:106]2)([c:107]2[cH:108][cH:109][cH:110][cH:111][cH:112]2)[c:113]2[cH:114][cH:115][cH:116][cH:117][cH:118]2)([c:119]2[cH:120][cH:121][cH:122][cH:123][cH:124]2)[c:125]2[cH:126][cH:127][cH:128][cH:129][cH:130]2)[cH:131][cH:132]1>>[OH:1][c:2]1[c:3]2[c:4]([nH:5][c:6](=[O:10])[c:7]1[C:8]#[N:9])[s:11][cH:12][c:13]2-[c:14]1[s:15][c:16](-[c:27]2[cH:26][cH:25][c:24]([OH:23])[cH:29][cH:28]2)[c:17]([CH3:19])[cH:18]1. Starting materials: CC1(OCC(O1)COCC(CC(=O)OCC)=O)C (ethyl 4-{(2,2-dimethyl-1,3-dioxolan-4-yl)methoxy }acetoacetate), ClC1=C(C=O)C=CC=C1Cl (2,3-dichlorobenzaldehyde), N1CCCCC1 (Piperidine). The solvent is CC(C)O (2-propanol). The product is C(C)OC(CC(=O)C(OCC1OC(OC1)(C)C)=CC1=C(C(=CC=C1)Cl)Cl)=O (ethyl -(2,3-dichlorobenzylidene)-4-{(2,2-dimethyl-1,3-dioxolan-4-yl]methoxy}acetoacetate). Isolated yield 41.5%. Reaction SMILES: N1CCCCC1.[CH3:7][C:8]1([CH3:24])[O:12][CH:11]([CH2:13][O:14][CH2:15][C:16](=[O:23])[CH2:17][C:18]([O:20][CH2:21][CH3:22])=[O:19])[CH2:10][O:9]1.[Cl:25][C:26]1[C:33]([Cl:34])=[CH:32][CH:31]=[CH:30][C:27]=1[CH:28]=O>CC(O)C>[CH2:21]([O:20][C:18](=[O:19])[CH2:17][C:16]([C:15](=[CH:28][C:27]1[CH:30]=[CH:31][CH:32]=[C:33]([Cl:34])[C:26]=1[Cl:25])[O:14][CH2:13][CH:11]1[CH2:10][O:9][C:8]([CH3:7])([CH3:24])[O:12]1)=[O:23])[CH3:22]. Reported procedure: Piperidine (1.0 g) was added dropwise over 5 minutes to a stirred, ice-cooled solution of ethyl 4-{(2,2-dimethyl-1,3-dioxolan-4-yl)methoxy }acetoacetate (26.0 g) (see Preparation 5) and 2,3-dichlorobenzaldehyde (17.5 g) in 2-propanol (200 ml) and the mixture was stirred with ice-cooling for 2 hours and at room temperature for 14 hours. The mixture was evaporated and the residue twice taken up in toluene and evaporated. The residue was purified by chromatography on silica (150 g) using toluene pl... Reactants: C1CCOC1, CO, [Li+], [OH-], O, CCOC(=O)c1nc(-c2ccc3c(c2)N(C(=O)Nc2nc4ccccc4s2)CCC3)sc1CCCOc1ccccc1. Product: O=C(O)c1nc(-c2ccc3c(c2)N(C(=O)Nc2nc4ccccc4s2)CCC3)sc1CCCOc1ccccc1. As a reaction SMILES: [CH2:45]1[O:46][CH2:47][CH2:48][CH2:49]1.[CH3:43][OH:44].[Li+:51].[OH-:50].[OH2:52].[s:1]1[c:2]([NH:10][C:11](=[O:12])[N:13]2[CH2:14][CH2:15][CH2:16][c:17]3[cH:18][cH:19][c:20](-[c:23]4[s:24][c:25]([CH2:33][CH2:34][CH2:35][O:36][c:37]5[cH:38][cH:39][cH:40][cH:41][cH:42]5)[c:26]([C:28](=[O:29])[O:30][CH2:31][CH3:32])[n:27]4)[cH:21][c:22]32)[n:3][c:4]2[c:5]1[cH:6][cH:7][cH:8][cH:9]2>>[s:1]1[c:2]([NH:10][C:11](=[O:12])[N:13]2[CH2:14][CH2:15][CH2:16][c:17]3[cH:18][cH:19][c:20](-[c:23]4[s:24][c:25]([CH2:33][CH2:34][CH2:35][O:36][c:37]5[cH:38][cH:39][cH:40][cH:41][cH:42]5)[c:26]([C:28](=[O:29])[OH:30])[n:27]4)[cH:21][c:22]32)[n:3][c:4]2[c:5]1[cH:6][cH:7][cH:8][cH:9]2. The reactants are C(C)(=O)C=1C=C(C=C2C1OCCC21CC1)C1=CC(=C(N1CC1CCCCC1)C)S(=O)(=O)N (5-(8-Acetylspiro[chroman-4,1′-cyclopropan]-6-yl)-1-(cyclohexylmethyl)-2-methyl-1H-pyrrole-3-sulfonamide), C[Mg+].[Br-] (CH3MgBr). Run in C1CCOC1 (THF). Run at time 2 hour. Yields the product C1(CCCCC1)CN1C(=C(C=C1C=1C=C2C(=C(C1)C(C)(C)O)OCCC21CC1)S(=O)(=O)N)C (1-(Cyclohexylmethyl)-5-(8-(2-hydroxypropan-2-yl)spiro[chroman-4,1′-cyclopropan]-6-yl)-2-methyl-1H-pyrrole-3-sulfonamide). The yield is 23.4%. Reaction SMILES: [C:1]([C:4]1[CH:5]=[C:6]([C:16]2[N:20]([CH2:21][CH:22]3[CH2:27][CH2:26][CH2:25][CH2:24][CH2:23]3)[C:19]([CH3:28])=[C:18]([S:29]([NH2:32])(=[O:31])=[O:30])[CH:17]=2)[CH:7]=[C:8]2[C:13]3([CH2:15][CH2:14]3)[CH2:12][CH2:11][O:10][C:9]=12)(=[O:3])[CH3:2].[CH3:33][Mg+].[Br-]>C1COCC1>[CH:22]1([CH2:21][N:20]2[C:16]([C:6]3[CH:7]=[C:8]4[C:13]5([CH2:15][CH2:14]5)[CH2:12][CH2:11][O:10][C:9]4=[C:4]([C:1]([OH:3])([CH3:33])[CH3:2])[CH:5]=3)=[CH:17][C:18]([S:29]([NH2:32])(=[O:30])=[O:31])=[C:19]2[CH3:28])[CH2:27][CH2:26][CH2:25][CH2:24][CH2:23]1 |f:1.2|. Reported procedure: To a stirred solution of compound 36 (86 mg, 0.19 mmol) in dry THF (2 mL) was added CH3MgBr (3M, 70 μL, 0.21 mmol) and the mixture was stirred at rt for 2 h, quenched with aq. NH4Cl at 0° C. and extracted with EA. The organic layer was concentrated and purified by CC (PE/EE=4/1) to give compound 37 (21 mg, 24%) as a colorless solid. 1H-NMR (CDCl3+D2O, 400 MHz) δ: 0.67-0.72 (2H, m), 0.88-0.91 (2H, m), 1.01-1.05 (5H, m), 1.36-1.44 (3H, m), 1.60 (9H, m), 1.93-1.95 (2H, t, J=10.4 Hz), 2.52 (3H, s), ... The reactants are CC(=O)O[BH-](OC(C)=O)OC(C)=O, ClCCl, CC(C)(C)OC(=O)NC1CCNCC1, [Na+], O=C1CCOCC1. The product is CC(C)(C)OC(=O)NC1CCN(C2CCOCC2)CC1. RXN SMILES: [C:22]([O:23][BH-:24]([O:25][C:26](=[O:27])[CH3:28])[O:29][C:30](=[O:31])[CH3:32])(=[O:33])[CH3:34].[Cl:36][CH2:37][Cl:38].[NH:1]1[CH2:2][CH2:3][CH:4]([NH:7][C:8]([O:9][C:10]([CH3:11])([CH3:12])[CH3:13])=[O:14])[CH2:5][CH2:6]1.[Na+:35].[O:15]1[CH2:16][CH2:17][C:18](=[O:21])[CH2:19][CH2:20]1>>[N:1]1([CH:18]2[CH2:17][CH2:16][O:15][CH2:20][CH2:19]2)[CH2:2][CH2:3][CH:4]([NH:7][C:8]([O:9][C:10]([CH3:11])([CH3:12])[CH3:13])=[O:14])[CH2:5][CH2:6]1.